Dataset: the Open Reaction Database (ORD), a public repository of structured organic reaction records. Task: describe an organic reaction: reactants, conditions, products, and yield As a reaction SMILES: [CH3:1][O:2][C:3]([c:4]1[cH:5][c:6]([C:7](=[O:8])[O:9][CH3:10])[cH:11][c:12]([NH:14][S:15](=[O:16])(=[O:17])[c:18]2[cH:19][cH:20][c:21]([O:24][CH2:25][c:26]3[cH:27][cH:28][cH:29][cH:30][cH:31]3)[cH:22][cH:23]2)[cH:13]1)=[O:32].[CH3:39][I:40].[K+:33].[K+:34].[O-:35][C:36]([O-:37])=[O:38].[O:41]=[CH:42][N:43]([CH3:44])[CH3:45]>>[CH3:1][O:2][C:3]([c:4]1[cH:5][c:6]([C:7](=[O:8])[O:9][CH3:10])[cH:11][c:12]([N:14]([S:15](=[O:16])(=[O:17])[c:18]2[cH:19][cH:20][c:21]([O:24][CH2:25][c:26]3[cH:27][cH:28][cH:29][cH:30][cH:31]3)[cH:22][cH:23]2)[CH3:36])[cH:13]1)=[O:32]. Starting materials: COC(=O)c1cc(NS(=O)(=O)c2ccc(OCc3ccccc3)cc2)cc(C(=O)OC)c1, CI, [K+], [K+], O=C([O-])[O-], CN(C)C=O. Yields the product COC(=O)c1cc(C(=O)OC)cc(N(C)S(=O)(=O)c2ccc(OCc3ccccc3)cc2)c1. Yields the product O1CCN(CC1)CCN1CCCC2=CC(=CC=C12)NC(=N)C=1SC=CC1 (N-(1-(2-morpholinoethyl)-1,2,3,4-tetrahydroquinolin-6-yl)thiophene-2-carboximidamide). Conditions: time 3 hour. Reaction SMILES: [O:1]1[CH2:6][CH2:5][N:4]([CH2:7][CH2:8][N:9]2[C:18]3[C:13](=[CH:14][C:15]([NH2:19])=[CH:16][CH:17]=3)[CH2:12][CH2:11][CH2:10]2)[CH2:3][CH2:2]1.I.[S:21]1[CH:25]=[CH:24][CH:23]=[C:22]1[C:26](SC)=[NH:27]>C(O)C.C(=O)(O)[O-].[Na+]>[O:1]1[CH2:6][CH2:5][N:4]([CH2:7][CH2:8][N:9]2[C:18]3[C:13](=[CH:14][C:15]([NH:19][C:26]([C:22]4[S:21][CH:25]=[CH:24][CH:23]=4)=[NH:27])=[CH:16][CH:17]=3)[CH2:12][CH2:11][CH2:10]2)[CH2:3][CH2:2]1 |f:1.2,4.5|. Reported procedure: A solution of compound 4 (0.23 g, 0.88 mmol) in dry ethanol (20 mL) was treated with methyl thiophene-2-carbimidothioate hydroiodide (0.502 g, 1.76 mmol) at room temperature and was stirred for 3 hours. The mixture was diluted with saturated sodium bicarbonate solution (50 mL) and was extracted with CH2Cl2 (100 mL). The organic layer was washed with brine (20 mL) and dried (Na2SO4). The concentrated crude product was subject to flash chromatography on silica gel using 5% methanol/CH2Cl2, which r... The reactants are O1CCN(CC1)CCN1CCCC2=CC(=CC=C12)N (1-(2-morpholinoethyl)-1,2,3,4-tetrahydroquinolin-6-amine), I.S1C(=CC=C1)C(=N)SC (methyl thiophene-2-carbimidothioate hydroiodide). The solvent is C([O-])(O)=O.[Na+] (sodium bicarbonate), C(C)O (ethanol). Yield: 59.5%. Starting materials: NCC(C)(O)C (1-amino-2-methyl-2-propanol), C(C)N=C=O (ethyl isocyanate). Solvent: C(Cl)Cl (CH2Cl2), C(Cl)Cl (CH2Cl2). Conditions: time 18 hour. Yields the product CC(CNC(=O)NCC)(C)O (N-(2-methyl-2-hydroxypropyl)-N'-ethylurea). As a reaction SMILES: [NH2:1][CH2:2][C:3]([CH3:6])([OH:5])[CH3:4].[CH2:7]([N:9]=[C:10]=[O:11])[CH3:8]>C(Cl)Cl>[CH3:4][C:3]([OH:5])([CH3:6])[CH2:2][NH:1][C:10]([NH:9][CH2:7][CH3:8])=[O:11]. Procedure details: To a solution of 1-amino-2-methyl-2-propanol (4.0 g, 45 mmol) in CH2Cl2 (25 mL) at 0° C. was added a solution of ethyl isocyanate (3.2 g, 45 mmol) in CH2Cl2 (5 mL) dropwise. The mixture was stirred at ambient temperature for 18 hours, then concentrated of all volatiles in vacuo to afford a quantitative yield of N-(2-methyl-2-hydroxypropyl)-N'-ethylurea as a yellow solid; NMR (DMSO-d6 /TFA) 5.9 (m. 1), 5.7 (m, 1), 3.0 (m, 2), 2.9 (d, 2), 1.0 (s, 6), 0.9 (t, 3) ppm. Procedure details: Example 23 was prepared using 2-(4-bromo-3-methylphenyl)-5-methyl-[1,3,4]oxadiazole and N-[4-methyl-3-(4,4,5,5,-tetramethyl-[1,3,2]dioxaborolan-2-yl)-phenyl]thiophene-3-amide (Intermediate 27). Yields the product CC1=CC=C(C=C1C1=C(C=C(C=C1)C=1OC(=NN1)C)C)NC(=O)C1=CSC=C1 (Thiophene-3-carboxylic acid[6,2′-dimethyl-4′-(5-methyl-[1,3,4]oxadiazol-2-yl)-biphenyl-3-yl]-amide). Starting materials: BrC1=C(C=C(C=C1)C=1OC(=NN1)C)C (2-(4-bromo-3-methylphenyl)-5-methyl-[1,3,4]oxadiazole), CC1=C(C=C(C=C1)NC(=O)C1=CSC=C1)B1OC(C(O1)(C)C)(C)C (N-[4-methyl-3-(4,4,5,5,-tetramethyl-[1,3,2]dioxaborolan-2-yl)-phenyl]thiophene-3-amide), CC1=C(C=C(C=C1)NC(=O)C1=CSC=C1)B1OC(C(O1)(C)C)(C)C (N-[4-methyl-3-(4,4,5,5,-tetramethyl-[1,3,2]dioxaborolan-2-yl)-phenyl]thiophene-3-amide). As a reaction SMILES: Br[C:2]1[CH:7]=[CH:6][C:5]([C:8]2[O:9][C:10]([CH3:13])=[N:11][N:12]=2)=[CH:4][C:3]=1[CH3:14].[CH3:15][C:16]1[CH:21]=[CH:20][C:19]([NH:22][C:23]([C:25]2[CH:29]=[CH:28][S:27][CH:26]=2)=[O:24])=[CH:18][C:17]=1B1OC(C)(C)C(C)(C)O1>>[CH3:15][C:16]1[C:17]([C:2]2[CH:7]=[CH:6][C:5]([C:8]3[O:9][C:10]([CH3:13])=[N:11][N:12]=3)=[CH:4][C:3]=2[CH3:14])=[CH:18][C:19]([NH:22][C:23]([C:25]2[CH:29]=[CH:28][S:27][CH:26]=2)=[O:24])=[CH:20][CH:21]=1. Reactants: N[C@@H](C)C(=O)O.C(C(CO)(CO)N)O (Ala Tris). The solvent is CN(C)C=O (DMF). Conditions: time 4 hour. The product is OC(=O)C(C)C1=CC=C(CC(C)C)C=C1.N[C@@H](C)C(=O)O.C(C(CO)(CO)N)O (Ibuprofen Ala Tris). The yield is 70.0%. As a reaction SMILES: [NH2:1][C@H:2]([C:4]([OH:6])=[O:5])[CH3:3].[CH2:7]([OH:14])[C:8]([NH2:13])([CH2:11][OH:12])[CH2:9][OH:10]>CN(C=O)C>[OH:6][C:4]([CH:2]([C:2]1[CH:4]=[CH:11][C:8]([CH2:9][CH:8]([CH3:9])[CH3:7])=[CH:7][CH:3]=1)[CH3:3])=[O:5].[NH2:1][C@H:2]([C:4]([OH:6])=[O:5])[CH3:3].[CH2:7]([OH:14])[C:8]([NH2:13])([CH2:11][OH:12])[CH2:9][OH:10] |f:0.1,3.4.5|. Procedure: To a solution of ibuprofen (3 g, 14.5 mmole) in DCM (50 ml), HOSu (2.49 g, 21.6 mmole) and DIEA (1.25 ml, 7.25 mmole) were added and the solution cooled to 0° C. DCC (3 g, 14.5 mmole) dissolved in DCM (20 ml) was dropped into the reaction mixture. It was stirred at 0° C. for 2 h followed by continued stirring at room temperature for 12 h to obtain the activated ester (ibuprofen-OSu) in 95% yield by HPLC. The DCU precipitate was filtered off and Ala-Tris (2.77 g, 14.5 mmole) dissolved in DMF (10 ... Procedure details: Following the procedure described in Example 42(h), 0.40 g of t-butyl α-[6-amino-5-oxo-2-(2thienyl)perhydro-1,4-thiazepin-4-yl]acetate [prepared as described in Example 49(g)] was N-alkylated using 0.52 g of butyl 2-bromo-4-phenylbutyrate. The resulting product was subjected to silica gel column chromatography eluted with a 1:20 by volume mixture of ethyl acetate and methylene chloride, to separate it into two isomers, A and B, (ascribed to the asymmetric carbon atom to which the phenethyl group... Reactants: NC1C(N(CC(SC1)C=1SC=CC1)CC(=O)OC(C)(C)C)=O (t-butyl α-[6-amino-5-oxo-2-(2thienyl)perhydro-1,4-thiazepin-4-yl]acetate), BrC(C(=O)OCCCC)CCC1=CC=CC=C1 (butyl 2-bromo-4-phenylbutyrate). RXN SMILES: [NH2:1][CH:2]1[CH2:8][S:7][CH:6]([C:9]2[S:10][CH:11]=[CH:12][CH:13]=2)[CH2:5][N:4]([CH2:14][C:15]([O:17][C:18]([CH3:21])([CH3:20])[CH3:19])=[O:16])[C:3]1=[O:22].Br[CH:24]([CH2:32][CH2:33][C:34]1[CH:39]=[CH:38][CH:37]=[CH:36][CH:35]=1)[C:25]([O:27][CH2:28][CH2:29][CH2:30][CH3:31])=[O:26]>>[CH2:28]([O:27][C:25]([CH:24]([NH:1][CH:2]1[CH2:8][S:7][CH:6]([C:9]2[S:10][CH:11]=[CH:12][CH:13]=2)[CH2:5][N:4]([CH2:14][C:15]([O:17][C:18]([CH3:19])([CH3:21])[CH3:20])=[O:16])[C:3]1=[O:22])[CH2:32][CH2:33][C:34]1[CH:35]=[CH:36][CH:37]=[CH:38][CH:39]=1)=[O:26])[CH2:29][CH2:30][CH3:31]. The product is C(CCC)OC(=O)C(CCC1=CC=CC=C1)NC1C(N(CC(SC1)C=1SC=CC1)CC(=O)OC(C)(C)C)=O (t-Butyl α-[6-(1-butoxycarbonyl-3-phenylpropylamino)-5-oxo-2-(2-thienyl)perhydro-1,4-thiazepin-4-yl]acetate). Starting materials: CC(C)NCCCCCS(=O)(=O)C1=CC=CC=C1 (N-(1-methylethyl)-5-(phenylsulfonyl)-1-pentanamine), CO (methanol), C(=O)(N1C=NC=C1)N1C=NC=C1 (1,1'-carbonyldiimidazole), C(C)N(CCN)CC (N,N-diethylethylenediamine). The solvent is O1CCCC1 (tetrahydrofuran), C(Cl)(Cl)Cl (chloroform), O1CCCC1 (tetrahydrofuran). The product is O.C(C)N(CCNC(N(CCCCCS(=O)(=O)C1=CC=CC=C1)C(C)C)=O)CC (N'-[2-(Diethylamino)ethyl]-N-(1-methylethyl)-N-[5-(phenylsulfonyl)pentyl]urea hydrate). Yield: 66.6%. RXN SMILES: C(N1C=CN=C1)(N1C=CN=C1)=[O:2].[CH2:13]([N:15]([CH2:19][CH3:20])[CH2:16][CH2:17][NH2:18])[CH3:14].[CH3:21][CH:22]([NH:24][CH2:25][CH2:26][CH2:27][CH2:28][CH2:29][S:30]([C:33]1[CH:38]=[CH:37][CH:36]=[CH:35][CH:34]=1)(=[O:32])=[O:31])[CH3:23].[CH3:39][OH:40]>O1CCCC1.C(Cl)(Cl)Cl>[OH2:2].[CH2:13]([N:15]([CH2:19][CH3:20])[CH2:16][CH2:17][NH:18][C:39](=[O:40])[N:24]([CH:22]([CH3:23])[CH3:21])[CH2:25][CH2:26][CH2:27][CH2:28][CH2:29][S:30]([C:33]1[CH:34]=[CH:35][CH:36]=[CH:37][CH:38]=1)(=[O:32])=[O:31])[CH3:14] |f:6.7|. Procedure: A solution of 1,1'-carbonyldiimidazole (4.54 g, 0.028 mole) and N,N-diethylethylenediamine (2.90 g, 0.025 mole) in tetrahydrofuran was stirred for 1 hr at room temperature. A solution of N-(1-methylethyl)-5-(phenylsulfonyl)-1-pentanamine (6.74 g, 0.025 mole) in tetrahydrofuran (dried over 4 A molecular sieves) was added and the resulting solution was heated over night at gentle reflux. The reaction mixture was stripped to dryness and the residue dissolved in chloroform. The chloroform layer was ... RXN SMILES: Br.[NH2:2][C:3]12[CH2:10][CH2:9][C:6]([C:11]([O:13][CH2:14][CH3:15])=[O:12])([CH2:7][CH2:8]1)[CH2:5][CH2:4]2.C(=O)([O-])[O-].[K+].[K+].CN(C)C=O.[F:27][C@@H:28]1[CH2:32][N:31]([C:33](=[O:45])[CH2:34]OS(C2C=CC=CC=2)(=O)=O)[C@H:30]([C:46]#[N:47])[CH2:29]1>O>[CH2:14]([O:13][C:11]([C:6]12[CH2:5][CH2:4][C:3]([NH:2][CH2:34][C:33]([N:31]3[CH2:32][C@@H:28]([F:27])[CH2:29][C@H:30]3[C:46]#[N:47])=[O:45])([CH2:10][CH2:9]1)[CH2:8][CH2:7]2)=[O:12])[CH3:15] |f:0.1,2.3.4|. Starting materials: Br.NC12CCC(CC1)(CC2)C(=O)OCC (Ethyl 4-aminobicyclo[2.2.2]octane-1-carboxylate hydrobromide), C([O-])([O-])=O.[K+].[K+] (potassium carbonate), CN(C=O)C (N,N-dimethylformamide), F[C@H]1C[C@H](N(C1)C(COS(=O)(=O)C1=CC=CC=C1)=O)C#N ((2S,4S)-4-fluoro-1-[2-(benzenesulfonyloxy)acetyl]pyrrolidine-2-carbonitrile). Run at time 1 hour. Reported procedure: Ethyl 4-aminobicyclo[2.2.2]octane-1-carboxylate hydrobromide (612 mg), potassium carbonate (608 mg) and N,N-dimethylformamide (4 mL) were mixed together. To this mixture, (2S,4S)-4-fluoro-1-[2-(benzenesulfonyloxy)acetyl]pyrrolidine-2-carbonitrile (625 mg) was added at 40° C. and the mixture was further stirred for 1 hour. Subsequently, water (10 mL) was added and the resulting crystal was collected by filtration. This product was washed with water (5 mL) and dried at 50° C. under reduced pressur... Yields the product C(C)OC(=O)C12CCC(CC1)(CC2)NCC(=O)N2[C@@H](C[C@@H](C2)F)C#N ((2S,4S)-1-[2-[(4-ethoxycarbonylbicyclo[2.2.2]oct-1-yl)amino]ac etyl]-4-fluoropyrrolidine-2-carbonitrile). Solvent: O (water). The yield is 82.6%.